This data is from the Open Reaction Database (ORD), a public repository of structured organic reaction records. The task is: describe an organic reaction: reactants, conditions, products, and yield The reactants are ClC1=CC=C(C=C1)C(C=1C(=NN(C1)CC1=CC=C(C=C1)OC)C(=O)OCC)O (ethyl 4-((4-chlorophenyl)(hydroxy)methyl)-1-(4-methoxybenzyl)-1H-pyrazole-3-carboxylate), NC=1C=C(C(N(C1)C)=O)C (5-amino-1,3-dimethylpyridin-2(1H)-one). The solvent is CCOC(=O)C (EtOAc). Yields the product ClC1=CC=C(C=C1)C(C=1C(=NN(C1)CC1=CC=C(C=C1)OC)C(=O)OCC)NC1=CN(C(C(=C1)C)=O)C (ethyl 4-((4-chlorophenyl)((1,5-dimethyl-6-oxo-1,6-dihydropyridin-3-yl)amino)methyl)-1-(4-methoxybenzyl)-1H-pyrazole-3-carboxylate). Reaction SMILES: [Cl:1][C:2]1[CH:7]=[CH:6][C:5]([CH:8](O)[C:9]2[C:10]([C:23]([O:25][CH2:26][CH3:27])=[O:24])=[N:11][N:12]([CH2:14][C:15]3[CH:20]=[CH:19][C:18]([O:21][CH3:22])=[CH:17][CH:16]=3)[CH:13]=2)=[CH:4][CH:3]=1.[NH2:29][C:30]1[CH:31]=[C:32]([CH3:38])[C:33](=[O:37])[N:34]([CH3:36])[CH:35]=1>CCOC(C)=O>[Cl:1][C:2]1[CH:7]=[CH:6][C:5]([CH:8]([NH:29][C:30]2[CH:31]=[C:32]([CH3:38])[C:33](=[O:37])[N:34]([CH3:36])[CH:35]=2)[C:9]2[C:10]([C:23]([O:25][CH2:26][CH3:27])=[O:24])=[N:11][N:12]([CH2:14][C:15]3[CH:20]=[CH:19][C:18]([O:21][CH3:22])=[CH:17][CH:16]=3)[CH:13]=2)=[CH:4][CH:3]=1. Procedure: The title compound was prepared in analogy to the procedure described in Step 10.3 using ethyl 4-((4-chlorophenyl)(hydroxy)methyl)-1-(4-methoxybenzyl)-1H-pyrazole-3-carboxylate (Step 9.3) and 5-amino-1,3-dimethylpyridin-2(1H)-one (Step 20.2). tR: 4.72 min (HPLC 1); tR: 1.08 min (LC-MS 2); ESI-MS: 521 [M+H]+ (LC-MS 2); Rf=0.16 (EtOAc). Procedure details: A mixture of 200 g. (0.826 mole) of 3-benzyloxybenzene-2-propanol in 50 ml. of hexane and 1 l. of concentrated hydrochloric acid is shaken for 15 minutes in a 2 l. separatory funnel. The organic layer is removed and washed with saturated sodium bicarbonate. The neutralized organic extract is dried over magnesium sulfate and evaporated to give a quantitative yield of the title compound as an oil. The product is C(C1=CC=CC=C1)OC=1C=C(C=CC1)C(C)(C)Cl (2-(3-Benzyloxyphenyl)-2-chloropropane). Reaction SMILES: [CH2:1]([O:8][C:9]1[C:10](CCCO)=[CH:11][CH:12]=[CH:13][CH:14]=1)[C:2]1[CH:7]=[CH:6][CH:5]=[CH:4][CH:3]=1.[ClH:19].[CH3:20][CH2:21][CH2:22]CCC>>[CH2:1]([O:8][C:9]1[CH:14]=[C:13]([C:21]([Cl:19])([CH3:22])[CH3:20])[CH:12]=[CH:11][CH:10]=1)[C:2]1[CH:3]=[CH:4][CH:5]=[CH:6][CH:7]=1. Reactants: C(C1=CC=CC=C1)OC=1C(=CC=CC1)CCCO (3-benzyloxybenzene-2-propanol), Cl (hydrochloric acid), CCCCCC (hexane). The reactants are amine tartrate, [OH-].[Na+] (sodium hydroxide), C(=O)(OCC)N1C(C=2C(C1=O)=CC=CC2)=O (N-carboethoxyphthalimide). Yields the product C1(C=2C(C(N1C[C@H]1OC=CCC1)=O)=CC=CC2)=O ((+)-(2S)-(Phthalimidomethyl)-3,4-dihydro-2H-pyran). Reaction SMILES: [C:1]([N:6]1[C:10](=[O:11])[C:9]2=[CH:12][CH:13]=[CH:14][CH:15]=[C:8]2[C:7]1=[O:16])(OCC)=O.[OH-:17].[Na+]>>[C:7]1(=[O:16])[N:6]([CH2:1][C@@H:13]2[CH2:14][CH2:15][CH:8]=[CH:7][O:17]2)[C:10](=[O:11])[C:9]2=[CH:12][CH:13]=[CH:14][CH:15]=[C:8]12 |f:1.2|. Procedure: The amine tartrate (107.0 g, 407 mmol) was added to 4N sodium hydroxide (310 mL) and extracted with ether (3×100 mL). The ether was dried over anhydrous sodium sulfate and evaporated in vacuo. The amine which remained was dissolved in tetrahydrofuran (450 mL). With stirring, N-carboethoxyphthalimide (89.60 g, 409 mmol) was added to the solution. The mixture was refluxed overnight then evaporated in vacuo. The residue was taken up into benzene (660 mL) and water (180 mL). The layers were separate... Starting materials: FC1=C(N)C=C(C=C1)[N+](=O)[O-] (2-Fluoro-5-nitroaniline), C(=S)(C=1NC=CN1)C=1NC=CN1 (thiocarbonyl diimidazole), C(=O)([O-])[O-].[K+].[K+] (K2CO3), CNC (dimethyl amine), CNC (dimethyl amine), CN(C)C=O (DMF). Solvent: COCCOC (DME). Run at time 12 hour. Product: CN(C=1SC2=C(N1)C=C(C=C2)[N+](=O)[O-])C (N,N-dimethyl-5-nitrobenzo[d]thiazol-2-amine). As a reaction SMILES: F[C:2]1[CH:8]=[CH:7][C:6]([N+:9]([O-:11])=[O:10])=[CH:5][C:3]=1[NH2:4].C(C1NC=CN=1)(C1NC=CN=1)=[S:13].C([O-])([O-])=O.[K+].[K+].CNC.[CH3:33][N:34]([CH:36]=O)[CH3:35]>COCCOC>[CH3:35][N:34]([CH3:33])[C:36]1[S:13][C:2]2[CH:8]=[CH:7][C:6]([N+:9]([O-:11])=[O:10])=[CH:5][C:3]=2[N:4]=1 |f:2.3.4|. Reported procedure: A mixture of 2-Fluoro-5-nitroaniline (1.7 g), thiocarbonyl diimidazole (1.9 g) and K2CO3 (2.9 g) were suspended in dry DME (20 mL) and stirred at RT for 12 h. 20 mL of DMF and dimethyl amine (40% in water, 8 mL) were added and the resulting mixture was heated at 65° C. for 3 h and 12 h at RT. Reaction was followed by LCMS and more dimethyl amine was added (5 mL) and heated again until reaction was almost completed. Solvent was evaporated and residue was dissolved in water. Mixture was extracted ... The reactants are CC(C(C)=O)=O (2,3-butanedione), CN(C)C=O (DMF), C1(=CC=C(C=C1)S(=O)(=O)O)C (p-toluene sulfonic acid), C1(=CC=CC=C1)C=1N(C(=CC1)C1=CC=CC=C1)N (2,5-Diphenyl-pyrrol-1-ylamine). The solvent is C1(=CC=CC=C1)C (toluene). Run at time 30 minute. Yields the product C1(=CC=CC=C1)C=1N(C(=CC1)C1=CC=CC=C1)N=C(C(C)=O)C (3-(2,5-Diphenyl-pyrrol-1-ylimino)-butan-2-one). RXN SMILES: [C:1]1([C:7]2[N:8]([NH2:18])[C:9]([C:12]3[CH:17]=[CH:16][CH:15]=[CH:14][CH:13]=3)=[CH:10][CH:11]=2)[CH:6]=[CH:5][CH:4]=[CH:3][CH:2]=1.[CH3:19][C:20](=O)[C:21](=[O:23])[CH3:22].CN(C=O)C.C1(C)C=CC(S(O)(=O)=O)=CC=1>C1(C)C=CC=CC=1>[C:12]1([C:9]2[N:8]([N:18]=[C:20]([CH3:19])[C:21](=[O:23])[CH3:22])[C:7]([C:1]3[CH:6]=[CH:5][CH:4]=[CH:3][CH:2]=3)=[CH:11][CH:10]=2)[CH:13]=[CH:14][CH:15]=[CH:16][CH:17]=1. Procedure: A suspension of 2,5-Diphenyl-pyrrol-1-ylamine (1.91 g, 8.15 mmol) in toluene (5.45 mL) was treated with 2,3-butanedione (7.15 mL, 81.5 mmol), DMF (10.9 mL) and p-toluene sulfonic acid (10.9 mg). The resulting suspension was stirred under Ar at rt for 30 min, then heated to 70° C. in an oil bath. After 2.5 h, the solutions cooled to rt and concentrated in vacuo. The oily solid was dissolved in toluene and concentrated in vacuo to remove excess 2,3-butanedione. The residue was purified by flash ch...